Dataset: the Open Reaction Database (ORD), a public repository of structured organic reaction records. Task: describe an organic reaction: reactants, conditions, products, and yield Starting materials: C(C)C1(C(=O)OC(C1)=O)CC (2,2-diethylsuccinic acid anhydride), CC1=CC=C2C=CC(=NC2=C1)COC=1C=C(N)C=CC1 (3-(7-methyl-2-quinolinylmethoxy)aniline). Product: CC1=CC=C2C=CC(=NC2=C1)COC=1C=C(C=CC1)NC(CC(C(=O)O)(CC)CC)=O (4-[3-(7-methyl-2-quinolinylmethoxy)phenylamino]-2,2-diethyl-4-oxobutanoic acid). Reaction SMILES: [CH2:1]([C:3]1([CH2:10][CH3:11])[CH2:8][C:7](=[O:9])[O:6][C:4]1=[O:5])[CH3:2].[CH3:12][C:13]1[CH:22]=[C:21]2[C:16]([CH:17]=[CH:18][C:19]([CH2:23][O:24][C:25]3[CH:26]=[C:27]([CH:29]=[CH:30][CH:31]=3)[NH2:28])=[N:20]2)=[CH:15][CH:14]=1>>[CH3:12][C:13]1[CH:22]=[C:21]2[C:16]([CH:17]=[CH:18][C:19]([CH2:23][O:24][C:25]3[CH:26]=[C:27]([NH:28][C:7](=[O:9])[CH2:8][C:3]([CH2:10][CH3:11])([CH2:1][CH3:2])[C:4]([OH:6])=[O:5])[CH:29]=[CH:30][CH:31]=3)=[N:20]2)=[CH:15][CH:14]=1. Procedure: The title compound is prepared analogously to the compound described in Example 20 from 2,2-diethylsuccinic acid anhydride and 3-(7-methyl-2-quinolinylmethoxy)aniline; colourless crystals of m.p. 162°-163°. Starting materials: OCC12CCC(CC1)(CC2)C2=NC=1NC(N(C(C1N2)=O)CCC)=O (8-(4-hydroxymethyl-bicyclo[2.2.2]oct-1-yl)-1-propyl-3,7-dihydro-purine-2,6-dione), [H-].[Na+] (NaH), BrC1=NC=C(C=C1)Cl (2-bromo-5-chloro-pyridine). Solvent: CN(C)C=O (DMF). Conditions: temperature 120 celsius. Yields the product ClC=1C=CC(=NC1)OCC12CCC(CC1)(CC2)C2=NC=1NC(N(C(C1N2)=O)CCC)=O (8-[4-(5-Chloro-pyridin-2-yloxymethyl)-bicyclo[2.2.2]oct-1-yl]-1-propyl-3,7-dihydro-purine-2,6-dione). Reaction SMILES: [OH:1][CH2:2][C:3]12[CH2:10][CH2:9][C:6]([C:11]3[NH:19][C:18]4[C:17](=[O:20])[N:16]([CH2:21][CH2:22][CH3:23])[C:15](=[O:24])[NH:14][C:13]=4[N:12]=3)([CH2:7][CH2:8]1)[CH2:5][CH2:4]2.[H-].[Na+].Br[C:28]1[CH:33]=[CH:32][C:31]([Cl:34])=[CH:30][N:29]=1>CN(C=O)C>[Cl:34][C:31]1[CH:32]=[CH:33][C:28]([O:1][CH2:2][C:3]23[CH2:8][CH2:7][C:6]([C:11]4[NH:19][C:18]5[C:17](=[O:20])[N:16]([CH2:21][CH2:22][CH3:23])[C:15](=[O:24])[NH:14][C:13]=5[N:12]=4)([CH2:9][CH2:10]2)[CH2:5][CH2:4]3)=[N:29][CH:30]=1 |f:1.2|. Procedure: To a solution of 8-(4-hydroxymethyl-bicyclo[2.2.2]oct-1-yl)-1-propyl-3,7-dihydro-purine-2,6-dione (0.2 g, 0.60 mmol) in DMF (4 ml) was added NaH (60% dispersion in mineral oil, 0.079 g, 1.98 mmol) at room temperature followed by 2-bromo-5-chloro-pyridine and maintained at 120° C. overnight. Reaction mixture was concentrated under reduced pressure quenched with water and was extracted with ethyl acetate. The organic layer was dried over anhydrous sodium sulphate and concentrated under vacuum. The... Reactants: ClCC(=O)N(NC(=O)OCC1=CC=CC=C1)C1C2CC3CC(CC1C3)C2 (benzyl 2-(2-chloroacetyl)-2-(adamantan-2-yl)hydrazinecarboxylate), CC(C)([O-])C.[K+] (potassium-t-butoxide), [Cl-].[NH4+] (ammonium chloride). Run in O1CCCC1 (tetrahydrofuran). Conditions: time 1 hour. The product is C12C(C3CC(CC(C1)C3)C2)N2N(CC2=O)C(=O)OCC2=CC=CC=C2 (benzyl 2-(adamantan-2-yl)-3-oxo-1,2-diazetidine-1-carboxylate). Yield: 70.5%. As a reaction SMILES: Cl[CH2:2][C:3]([N:5]([CH:17]1[CH:24]2[CH2:25][CH:20]3[CH2:21][CH:22]([CH2:26][CH:18]1[CH2:19]3)[CH2:23]2)[NH:6][C:7]([O:9][CH2:10][C:11]1[CH:16]=[CH:15][CH:14]=[CH:13][CH:12]=1)=[O:8])=[O:4].CC(C)([O-])C.[K+].[Cl-].[NH4+]>O1CCCC1>[CH:18]12[CH2:26][CH:22]3[CH2:21][CH:20]([CH2:25][CH:24]([CH2:23]3)[CH:17]1[N:5]1[C:3](=[O:4])[CH2:2][N:6]1[C:7]([O:9][CH2:10][C:11]1[CH:16]=[CH:15][CH:14]=[CH:13][CH:12]=1)=[O:8])[CH2:19]2 |f:1.2,3.4|. Procedure: Under an argon atmosphere, a solution of benzyl 2-(2-chloroacetyl)-2-(adamantan-2-yl)hydrazinecarboxylate (726 mg, 1.93 mmol) in tetrahydrofuran (20 mL) was added at 0° C. with potassium-t-butoxide (238 mg, 2.12 mmol), and the resultant was stirred at the same temperature for 1 hour. The reaction solution was added with a saturated aqueous solution of ammonium chloride, and extracted with ethyl acetate. The organic layer was dried over anhydrous sodium sulfate, concentrated in vacuo, the obtaine... RXN SMILES: C[O:2][C:3]1[CH:8]=[CH:7][CH:6]=[CH:5][C:4]=1[CH2:9][CH2:10][CH2:11][CH2:12][CH2:13][CH2:14][CH:15]([C:20](=[O:23])[CH2:21][CH3:22])[C:16](=[O:19])[CH2:17][CH3:18].B(Br)(Br)Br>>[OH:2][C:3]1[CH:8]=[CH:7][CH:6]=[CH:5][C:4]=1[CH2:9][CH2:10][CH2:11][CH2:12][CH2:13][CH2:14][CH:15]([C:16](=[O:19])[CH2:17][CH3:18])[C:20](=[O:23])[CH2:21][CH3:22]. Starting materials: 2-HOC6H4, COC1=C(C=CC=C1)CCCCCCC(C(CC)=O)C(CC)=O (4-[6-(2-methoxyphenyl)hexyl]-3,5-heptanedione), B(Br)(Br)Br (boron tribromide). Yields the product OC1=C(C=CC=C1)CCCCCCC(C(CC)=O)C(CC)=O (4-[6-(2-Hydroxyphenyl)hexyl]-3,5-heptanedione). Procedure details: [I; Ar is 2-HOC6H4, R0 is H, R' and R" are CH3CH2CO, Y is CH2CH2CH2CH2 ] was prepared by demethylation of 4-[6-(2-methoxyphenyl)hexyl]-3,5-heptanedione (Example 46) with boron tribromide according to the procedure of Example 42f. The reactants are CCOC(=O)C1=NOC(C2CCCCC2)C1, [Na+], C1COCCO1, [OH-]. Product: O=C(O)C1=NOC(C2CCCCC2)C1. RXN SMILES: [CH:1]1([CH:7]2[CH2:8][C:9]([C:12](=[O:13])[O:14][CH2:15][CH3:16])=[N:10][O:11]2)[CH2:2][CH2:3][CH2:4][CH2:5][CH2:6]1.[Na+:18].[O:19]1[CH2:20][CH2:21][O:22][CH2:23][CH2:24]1.[OH-:17]>>[CH:1]1([CH:7]2[CH2:8][C:9]([C:12](=[O:13])[OH:14])=[N:10][O:11]2)[CH2:2][CH2:3][CH2:4][CH2:5][CH2:6]1. The reactants are [N+](=O)([O-])C1=CC=C2C(=CNC2=C1)C1=CCC2(OCCO2)CC1 (6-Nitro-3-(1,4-dioxaspiro[4,5]dec-7-en-8-yl)-1H-indole), Cl (HCl). The solvent is CC(=O)C (acetone). Conditions: time 14 hour. Yields the product [N+](=O)([O-])C1=CC=C2C(=CNC2=C1)C1=CCC(CC1)=O (4-(6-Nitro-1H-indol-3-yl)cyclohex-3-enone). Yield: 84.4%. Reaction SMILES: [N+:1]([C:4]1[CH:12]=[C:11]2[C:7]([C:8]([C:13]3[CH2:22][CH2:21][C:16]4(OCC[O:17]4)[CH2:15][CH:14]=3)=[CH:9][NH:10]2)=[CH:6][CH:5]=1)([O-:3])=[O:2].Cl>CC(C)=O>[N+:1]([C:4]1[CH:12]=[C:11]2[C:7]([C:8]([C:13]3[CH2:22][CH2:21][C:16](=[O:17])[CH2:15][CH:14]=3)=[CH:9][NH:10]2)=[CH:6][CH:5]=1)([O-:3])=[O:2]. Procedure: A solution of compound 118 (3.9 g, 12.986 mmol) in acetone (50 mL) was treated with 10% aq. HCl (50 mL) at room temperature and stirred for over night (14 h). Solvent was evaporated and crude was basified using 10% aq. NH4OH solution (100 mL). The solid was filtered off, washed with 10% NH4OH solution (20 mL), water (2×15 mL) and dried under vacuum to obtain compound 119 (2.81 g, 85%) as a yellow solid. mp 175-177° C.; 1H NMR (DMSO-d6) δ 2.58 (t, 2H, J=6.9 Hz), 2.90 (t, 2H, J=6.9 Hz), 3.04-3.10 ... The reactants are CCN(C(C)C)C(C)C (DIEA), CC(C(=O)C1=NN(C2=CC(=CC=C12)OC)CC(=O)O)(C)C ([3-(2,2-dimethylpropanoyl)-6-methoxy-1H-indazol-1-yl]acetic acid), C=1C=CC2=C(C1)N=NN2O (HOBt), Cl.C(C)NCC(C)(C)C (N-ethyl-2,2-dimethylpropan-1-amine hydrochloride). Run in CN(C)C=O (DMF), C(CCl)Cl (EDC). Run at temperature 44 celsius. Yields the product CC(C(=O)C1=NN(C2=CC(=CC=C12)OC)CC(=O)N(CC)CC(C)(C)C)(C)C (2-[3-(2,2-Dimethylpropanoyl)-6-methoxy-1H-indazol-1-yl]-N-(2,2-dimethylpropyl)-N-ethylacetamide). RXN SMILES: [CH3:1][C:2]([CH3:21])([CH3:20])[C:3]([C:5]1[C:13]2[C:8](=[CH:9][C:10]([O:14][CH3:15])=[CH:11][CH:12]=2)[N:7]([CH2:16][C:17](O)=[O:18])[N:6]=1)=[O:4].C1C=CC2N(O)N=NC=2C=1.Cl.[CH2:33]([NH:35][CH2:36][C:37]([CH3:40])([CH3:39])[CH3:38])[CH3:34].CCN(C(C)C)C(C)C>CN(C=O)C.C(Cl)CCl>[CH3:21][C:2]([CH3:20])([CH3:1])[C:3]([C:5]1[C:13]2[C:8](=[CH:9][C:10]([O:14][CH3:15])=[CH:11][CH:12]=2)[N:7]([CH2:16][C:17]([N:35]([CH2:36][C:37]([CH3:40])([CH3:39])[CH3:38])[CH2:33][CH3:34])=[O:18])[N:6]=1)=[O:4] |f:2.3|. Procedure details: Weigh 8.7 mg [3-(2,2-dimethylpropanoyl)-6-methoxy-1H-indazol-1-yl]acetic acid, 7.7 mg HOBt, and 11.5 mg EDC into a 13×100 mm screw cap tube. Add 7.6 mg N-ethyl-2,2-dimethylpropan-1-amine hydrochloride followed by 0.5 mL DMF and 13.6 mg DIEA in that order. The mixture was stirred at 44° C. over night and purified by RP-HPLC using 50-100% MeCN gradient. The pure product fractions were pooled and lyophilized to give the title compound as white solid. LC-MS: 4.04 min. (m/Z=388.3, 410.3).